From a dataset of the Open Reaction Database (ORD), a public repository of structured organic reaction records. describe an organic reaction: reactants, conditions, products, and yield Reactants: C(CCCCC=C)(=O)OCC (ethyl hept-6-enoate), N1=C(C=CC=C1C)C (2,6-lutidine), O1CCOCC1 (dioxane), NaIO4, C(Cl)Cl (DCM). The reagents and catalysts are [Os](=O)(=O)(=O)=O (osmium tetroxide). The solvent is O (water), O (water). Run at time 13.5 hour. Product: O=CCCCCC(=O)OCC (ethyl 6-oxohexanoate). Reaction SMILES: [C:1]([O:9][CH2:10][CH3:11])(=[O:8])[CH2:2][CH2:3][CH2:4][CH2:5][CH:6]=C.N1C(C)=CC=CC=1C.C(Cl)Cl.[O:23]1CCOCC1>O.[Os](=O)(=O)(=O)=O>[O:23]=[CH:6][CH2:5][CH2:4][CH2:3][CH2:2][C:1]([O:9][CH2:10][CH3:11])=[O:8]. Reported procedure: A colorless solution of commercially available ethyl hept-6-enoate (7.000 g; 44.80 mmol) in dioxane (330 ml) and water (110 ml) was treated successively with 2,6-lutidine (9.603 g; 89.61 mmol), a solution of osmium tetroxide (2.5 wt. % in 2-methylpropan-2-ol; 0.56 ml), and NaIO4 (38.335 g; 179.23 mmol). The resulting beige heterogeneous reaction mixture was further stirred at rt, under nitrogen, for 13.5 h. The resulting milky mixture was treated with water (100 ml) and DCM (500 ml). The layers ... The reactants are ClC(=O)N1C2=C(NC(C3=C1C=CC=C3)=O)C=CC=N2 (11-(chlorocarbonyl)-5,11-dihydro-6H-pyrido[2,3-b][1,4]benzodiazepin-6-one), N1(CCCCC1)CCCCC1NCCCC1 (2-[4-(1-piperidinyl)butyl]piperidine). Product: N1(CCCCC1)CCCCC1N(CCCC1)C(=O)N1C2=C(NC(C3=C1C=CC=C3)=O)C=CC=N2 (5,11-Dihydro-11-[[2-[4-(1-piperidinyl)butyl]-1-piperidinyl]carbonyl]-6H-pyrido[2,3-b][1,4]benzodiazepin-6-one). The yield is 41.0%. As a reaction SMILES: Cl[C:2]([N:4]1[C:10]2[CH:11]=[CH:12][CH:13]=[CH:14][C:9]=2[C:8](=[O:15])[NH:7][C:6]2[CH:16]=[CH:17][CH:18]=[N:19][C:5]1=2)=[O:3].[N:20]1([CH2:26][CH2:27][CH2:28][CH2:29][CH:30]2[CH2:35][CH2:34][CH2:33][CH2:32][NH:31]2)[CH2:25][CH2:24][CH2:23][CH2:22][CH2:21]1>>[N:20]1([CH2:26][CH2:27][CH2:28][CH2:29][CH:30]2[CH2:35][CH2:34][CH2:33][CH2:32][N:31]2[C:2]([N:4]2[C:10]3[CH:11]=[CH:12][CH:13]=[CH:14][C:9]=3[C:8](=[O:15])[NH:7][C:6]3[CH:16]=[CH:17][CH:18]=[N:19][C:5]2=3)=[O:3])[CH2:25][CH2:24][CH2:23][CH2:22][CH2:21]1. Reported procedure: Prepared analogously to Example 4 from 11-(chlorocarbonyl)-5,11-dihydro-6H-pyrido[2,3-b][1,4]benzodiazepin-6-one and 2-[4-(1-piperidinyl)butyl]piperidine in a yield of 41% of theory. Colourless crystals, m.p. 199°-201° C. (after being recrystallised twice from ethanol using animal charcoal). Reactants: C(C(C)C)[Mg]Cl (isobutylmagnesium chloride), [SiH4].CCCCCC (silane hexane), FC(CC[Si](OC)(OC)OC)(F)F (3,3,3-trifluoropropyltrimethoxy silane). Run in C(C)OCC (diethyl ether), C(C)OCC (diethyl ether), CCCCCC (hexane). Run at time 8 hour. Yields the product FC(CC[Si](OC)(OC)CC(C)C)(F)F (3,3,3-trifluoropropyl(isobutyl)dimethoxy silane). Reaction SMILES: [CH2:1]([Mg]Cl)[CH:2]([CH3:4])[CH3:3].[F:7][C:8]([F:19])([F:18])[CH2:9][CH2:10][Si:11](OC)([O:14][CH3:15])[O:12][CH3:13].[SiH4].CCCCCC>C(OCC)C.CCCCCC>[F:19][C:8]([F:7])([F:18])[CH2:9][CH2:10][Si:11]([CH2:1][CH:2]([CH3:4])[CH3:3])([O:12][CH3:13])[O:14][CH3:15] |f:2.3|. Procedure: Under nitrogen, a 500 ml Schlenk flask was cooled to room temperature and charged with 150 ml of diethyl ether and isobutylmagnesium chloride (0.06 mol, 30.24 ml). This was stirred and heated slightly to 30° C. A second Schlenk flask (100 ml) was purged with nitrogen to room temperature and charged with 75 ml hexane and 3,3,3-trifluoropropyltrimethoxy silane (0.0504 mol, 10 ml) and stirred. The silane/hexane solution was added dropwise via cannula to the Grignard/diethyl ether mixture producing ... Reactants: C1(CCCCC1)N=C=NC1CCCCC1 (dicyclohexylcarbodiimide), NC1=CC=NC=C1 (4-aminopyridine), FC1=CC=C(CN2C=C(C3=CC=CC=C23)CC(=O)O)C=C1 ([1-(4-fluorobenzyl)indole-3-yl]acetic acid). Run in O1CCCC1 (tetrahydrofuran). Reaction conditions: temperature 0 celsius, time 24 hour. Product: N1=CC=C(C=C1)NC(CC1=CN(C2=CC=CC=C12)CC1=CC=C(C=C1)F)=O (N-(4-pyridyl)-[1-(4-fluorobenzyl)indole-3-yl]acetamide). Reaction SMILES: [F:1][C:2]1[CH:21]=[CH:20][C:5]([CH2:6][N:7]2[C:15]3[C:10](=[CH:11][CH:12]=[CH:13][CH:14]=3)[C:9]([CH2:16][C:17](O)=[O:18])=[CH:8]2)=[CH:4][CH:3]=1.C1(N=C=NC2CCCCC2)CCCCC1.[NH2:37][C:38]1[CH:43]=[CH:42][N:41]=[CH:40][CH:39]=1>O1CCCC1>[N:41]1[CH:42]=[CH:43][C:38]([NH:37][C:17](=[O:18])[CH2:16][C:9]2[C:10]3[C:15](=[CH:14][CH:13]=[CH:12][CH:11]=3)[N:7]([CH2:6][C:5]3[CH:4]=[CH:3][C:2]([F:1])=[CH:21][CH:20]=3)[CH:8]=2)=[CH:39][CH:40]=1. Reported procedure: 3.5 g (12.3 mMol) [1-(4-fluorobenzyl)indole-3-yl]acetic acid are dissolved in 100 ml anhydrous tetrahydrofuran. To this solution are added 2.54 g (12.3 mMol) dicyclohexylcarbodiimide and 1.16 g (12.3 mMol) 4-aminopyridine. After stirring for 24 hours at 0° C., the formed dicyclohexyl urea is separated off. After mixing in the solvent, the residue is purified by column chromatography on silica gel. Eluting agent: The reactants are BrC1=CC=C(C=C1)S(=O)(=O)Cl (4-bromophenylsulfonyl chloride), [F-] (fluoride). Run in C(C)#N (acetonitrile). Run at time 5 hour. Yields the product BrC1=CC=C(C=C1)S(=O)(=O)F (4-bromophenylsulfonyl fluoride). RXN SMILES: [Br:1][C:2]1[CH:7]=[CH:6][C:5]([S:8](Cl)(=[O:10])=[O:9])=[CH:4][CH:3]=1.[F-:12]>C(#N)C>[Br:1][C:2]1[CH:7]=[CH:6][C:5]([S:8]([F:12])(=[O:10])=[O:9])=[CH:4][CH:3]=1. Procedure: To a solution of 4-bromophenylsulfonyl chloride (2 g, 7.83 mmol) in acetonitrile (10 mL), was added fluoride on Amberlyst A-26 (Aldrich Chemical Company, 7.5 g, 21.6 mmol F−). After agitation for 5 hours at room temperature, the mixture was filtered. The solvent was removed under reduced pressure to give 4-bromophenylsulfonyl fluoride (1.5 g) (confirmed by IR spectroscopy).